Dataset: the Open Reaction Database (ORD), a public repository of structured organic reaction records. Task: describe an organic reaction: reactants, conditions, products, and yield RXN SMILES: [CH3:51][C:52](=[O:53])[CH3:54].[Cl:40][c:41]1[c:42]([CH2:43][Br:44])[c:45]([Cl:49])[cH:46][cH:47][cH:48]1.[Na+:18].[Na+:19].[Na+:24].[Na+:25].[O:26]=[C:27]1[NH:28][c:29]2[cH:30][cH:31][c:32]([S:36](=[O:37])(=[O:38])[Cl:39])[cH:33][c:34]2[CH2:35]1.[OH2:10].[OH2:11].[OH2:12].[OH2:1].[OH2:2].[OH2:3].[OH2:4].[OH2:50].[OH2:5].[OH2:6].[OH2:7].[OH2:8].[OH2:9].[P:13]([O-:14])([O-:15])([OH:16])=[O:17].[S:20]([O-:21])([O-:22])=[O:23]>>[O:26]=[C:27]1[NH:28][c:29]2[cH:30][cH:31][c:32]([S:36](=[O:37])(=[O:38])[CH2:43][c:42]3[c:41]([Cl:40])[cH:48][cH:47][cH:46][c:45]3[Cl:49])[cH:33][c:34]2[CH2:35]1. The reactants are CC(C)=O, Clc1cccc(Cl)c1CBr, [Na+], [Na+], [Na+], [Na+], O=C1Cc2cc(S(=O)(=O)Cl)ccc2N1, O, O, O, O, O, O, O, O, O, O, O, O, O, O=P([O-])([O-])O, O=S([O-])[O-]. Yields the product O=C1Cc2cc(S(=O)(=O)Cc3c(Cl)cccc3Cl)ccc2N1. The reactants are ClCCCCC1=CC=CC=2N1C=NC2 (5-(4-chlorobutyl)imidazo[1,5-a]pyridine), [C-]#N.[K+] (potassium cyanide), C1COC2=CC=CC=C2OCCOCCOC3=CC=CC=C3OCCO1 (dibenzo-18-crown-6). Run in C(C)#N (acetonitrile). Yields the product C(#N)CCCCC1=CC=CC=2N1C=NC2 (5-(4-cyanobutyl)-imidazo[1,5-a]pyridine). As a reaction SMILES: Cl[CH2:2][CH2:3][CH2:4][CH2:5][C:6]1[N:11]2[CH:12]=[N:13][CH:14]=[C:10]2[CH:9]=[CH:8][CH:7]=1.[C-:15]#[N:16].[K+].C1OCCOC2C(=CC=CC=2)OCCOCCOC2C(=CC=CC=2)OC1>C(#N)C>[C:15]([CH2:2][CH2:3][CH2:4][CH2:5][C:6]1[N:11]2[CH:12]=[N:13][CH:14]=[C:10]2[CH:9]=[CH:8][CH:7]=1)#[N:16] |f:1.2|. Procedure: A solution of 5-(4-chlorobutyl)imidazo[1,5-a]pyridine (5.73 g), potassium cyanide (7.18 g) and 1.0 g of dibenzo-18-crown-6 in 190 ml of acetonitrile is heated at reflux for 18 hours, cooled and evaporated to a residual oil which is partitioned between water and methylene chloride. The organic phase is dried over sodium sulfate and evaporated. The resulting solid is dissolved in ethyl acetate and filtered through 60.0 g of silica gel to yield 5-(4-cyanobutyl)-imidazo[1,5-a]pyridine m.p. 72°-75°. Reactants: Cl (hydrochloric acid), B#B (diborane), COC=1C=C2CCC3C(=C(C(NCC3)=O)CC(=O)NC(C)C)C2=CC1 ([9-methoxy-2-oxo-3,4,5,5a,6,7-hexahydro-2H-naphth-[1,2-d]azepin-1-yl]-N-isopropyl-acetamide). Run in O1CCCC1 (tetrahydrofuran), O1CCCC1 (tetrahydrofuran). Yields the product C(C)(C)NCCC=1C(NCCC2C1C1=CC=C(C=C1CC2)OC)=O (1-(2-isopropylaminoethyl)-3,4,5,5a,6,7-hexahydro-9-methoxy-2H-naphth[1,2-d]azepin-2-one). RXN SMILES: B#B.[CH3:3][O:4][C:5]1[CH:6]=[C:7]2[C:25](=[CH:26][CH:27]=1)[C:11]1=[C:12]([CH2:18][C:19]([NH:21][CH:22]([CH3:24])[CH3:23])=O)[C:13](=[O:17])[NH:14][CH2:15][CH2:16][CH:10]1[CH2:9][CH2:8]2.Cl>O1CCCC1>[CH:22]([NH:21][CH2:19][CH2:18][C:12]1[C:13](=[O:17])[NH:14][CH2:15][CH2:16][CH:10]2[CH2:9][CH2:8][C:7]3[C:25](=[CH:26][CH:27]=[C:5]([O:4][CH3:3])[CH:6]=3)[C:11]=12)([CH3:23])[CH3:24]. Reported procedure: 80 ml of 1 M diborane in tetrahydrofuran are added to the suspension of 6.8 g of [9-methoxy-2-oxo-3,4,5,5a,6,7-hexahydro-2H-naphth-[1,2-d]azepin-1-yl]-N-isopropyl-acetamide in 100 ml of tetrahydrofuran while stirring under nitrogen at 0°. After 20 hours 60 ml of 3 N hydrochloric acid are added dropwise and the mixture is refluxed for one hour. The tetrahydrofuran is distilled off under reduced pressure and the remainder is diluted with water. The resulting precipitate is filtered off and re-extr... Reactants: Cl.NC=1C=C(C=CC1)C(NC(C1=CC(=CC=C1)F)=O)C1=CC=C(C=C1)OC (N-[(3-aminophenyl)-(4-methoxyphenyl)methyl]-3-fluorobenzamide hydrochloride), COC=1C(C(C1OC)=O)=O (3,4-dimethoxy-3-cyclobutene-1,2-dione). Product: COC1=C(C(C1=O)=O)NC=1C=C(C=CC1)C(NC(C1=CC(=CC=C1)F)=O)C1=CC=C(C=C1)OC (N-{[3-(2-methoxy-3,4-dioxocyclobut-1-enylamino)phenyl]-(4-methoxyphenyl)methyl}-3-fluorobenzamide). The yield is 98.1%. As a reaction SMILES: Cl.[NH2:2][C:3]1[CH:4]=[C:5]([CH:9]([C:20]2[CH:25]=[CH:24][C:23]([O:26][CH3:27])=[CH:22][CH:21]=2)[NH:10][C:11](=[O:19])[C:12]2[CH:17]=[CH:16][CH:15]=[C:14]([F:18])[CH:13]=2)[CH:6]=[CH:7][CH:8]=1.[CH3:28][O:29][C:30]1[C:31](=O)[C:32](=[O:36])[C:33]=1[O:34]C>>[CH3:28][O:29][C:30]1[C:33](=[O:34])[C:32](=[O:36])[C:31]=1[NH:2][C:3]1[CH:4]=[C:5]([CH:9]([C:20]2[CH:21]=[CH:22][C:23]([O:26][CH3:27])=[CH:24][CH:25]=2)[NH:10][C:11](=[O:19])[C:12]2[CH:17]=[CH:16][CH:15]=[C:14]([F:18])[CH:13]=2)[CH:6]=[CH:7][CH:8]=1 |f:0.1|. Procedure details: In a similar manner to that described in Example (46e) N-[(3-aminophenyl)-(4-methoxyphenyl)methyl]-3-fluorobenzamide hydrochloride (244 mg) [prepared as described in step (b) above] and 3,4-dimethoxy-3-cyclobutene-1,2-dione (107 mg) were reacted, to afford the title compound (285 mg) as a white solid. The reactants are C1CCOC1, CCOC(=O)CCl, Cl, I, [Mg], CCCC(=O)CCc1ccccc1. Product: CCCC(O)(CCc1ccccc1)CC(=O)OCC. Reaction SMILES: [CH2:24]1[O:25][CH2:26][CH2:27][CH2:28]1.[Cl:16][CH2:17][C:18](=[O:19])[O:20][CH2:21][CH3:22].[ClH:23].[I:2].[Mg:1].[c:3]1([CH2:9][CH2:10][C:11]([CH2:12][CH2:13][CH3:14])=[O:15])[cH:4][cH:5][cH:6][cH:7][cH:8]1>>[c:3]1([CH2:9][CH2:10][C:11]([CH2:12][CH2:13][CH3:14])([OH:15])[CH2:17][C:18](=[O:19])[O:20][CH2:21][CH3:22])[cH:4][cH:5][cH:6][cH:7][cH:8]1. The reactants are C1=CC=C(C=C1)C(=O)CCOC2=CC=CC=C2 (4-phenoxypropiophenone), C(C)OP(=O)(OCC)C1SCCS1 (2-Diethoxyphosphoryl-1,3-dithiolan), CCCCCC (hexane), C(CCC)[Li] (n-butyl lithium), [Cl-].[Na+] (sodium chloride). Yields the product O(C1=CC=CC=C1)C1=CC=C(C=C1)C(CC)=C1SCCS1 (2-{1-(4-Phenoxyphenyl)propan-1-ylidene}-1,3-dithiolan). Solvent: O1CCCC1 (tetrahydrofuran), O1CCCC1 (tetrahydrofuran). Yield: 73.0%. RXN SMILES: C(OP([CH:9]1[S:13][CH2:12][CH2:11][S:10]1)(OCC)=O)C.CCCCCC.C([Li])CCC.[CH:25]1[CH:30]=[CH:29][C:28]([C:31]([CH2:33][CH2:34][O:35][C:36]2[CH:41]=[CH:40][CH:39]=[CH:38][CH:37]=2)=O)=[CH:27][CH:26]=1.[Cl-].[Na+]>O1CCCC1>[O:35]([C:34]1[CH:26]=[CH:27][C:28]([C:29](=[C:9]2[S:10][CH2:11][CH2:12][S:13]2)[CH2:30][CH3:25])=[CH:31][CH:33]=1)[C:36]1[CH:37]=[CH:38][CH:39]=[CH:40][CH:41]=1 |f:4.5|. Procedure: 2-Diethoxyphosphoryl-1,3-dithiolan, 3.0 g, was dissolved in 30 ml of tetrahydrofuran and 7.75 ml of 1.6 mole hexane solution of n-butyl lithium was dropwise added to the solution in an argon flow at -65° C. The mixture was stirred at the same temperature for an hour. Then, a solution of 2.55 g of 4-phenoxypropiophenone in 9 ml of tetrahydrofuran was dropwise added to the mixture at the same temperature. The reaction mixture was gradually warmed to room temperature overnight. This suspension was ... Starting materials: C(CC#C)O (3-butyne-1-ol), N1C=NC=C1 (imidazole), C(=O)(O)[O-].[Na+] (NaHCO3), [Si](C)(C)(C(C)(C)C)Cl (t-butyldimethylsilyl chloride). The solvent is CN(C)C=O (DMF), CN(C)C=O (DMF). Conditions: time 18 hour. The product is O([Si](C)(C)C(C)(C)C)CCC#C (1-(t-butyl dimethylsiloxy)-3-butyne). Yield: 88.6%. Reaction SMILES: [CH2:1]([OH:5])[CH2:2][C:3]#[CH:4].N1C=CN=C1.[Si:11](Cl)([C:14]([CH3:17])([CH3:16])[CH3:15])([CH3:13])[CH3:12].C([O-])(O)=O.[Na+]>CN(C=O)C>[O:5]([CH2:1][CH2:2][C:3]#[CH:4])[Si:11]([C:14]([CH3:17])([CH3:16])[CH3:15])([CH3:13])[CH3:12] |f:3.4|. Procedure: To a solution of 3-butyne-1-ol (21.0 g, 0.3 mol) in 100 mL of DMF was added imidazole (41.3 g, 0.6 mol), followed by a solution of t-butyldimethylsilyl chloride (48.0 g, 0.32 mol) in 25 mL of DMF. After stirring at room temperature under Ar for 18 h, the reaction mixture was poured into 10% aqueous NaHCO3 (150 mL) and extracted with hexane (3×250 mL). The organic phase was washed (brine), dried (Na2SO4) and evaporated to give 1-(t-butyl dimethylsiloxy)-3-butyne (49.0 g, 89%) as a colourless oil:... Reactants: ClC1=CC=C(CCNC(=O)C2=CC=C(OC3=C(C=C(C=C3)CC(=O)OC(C)(C)C)C#N)C=C2)C=C1 (tert-Butyl 2-(4-(4-((4-chlorophenethyl)carbamoyl)phenoxy)-3-cyanophenyl)acetate), [H][H] (hydrogen). The reagents and catalysts are [Ni] (Ni). Solvent: N (ammonia), CO (methanol). Yields the product ClC1=CC=C(CCNC(=O)C2=CC=C(OC3=C(C=C(C=C3)CC(=O)OC(C)(C)C)CN)C=C2)C=C1 (tert-butyl 2-(4-(4-((4-chlorophenethyl)carbamoyl)phenoxy)-3-(aminomethyl)phenyl)acetate). Isolated yield 14.6%. Reaction SMILES: [Cl:1][C:2]1[CH:35]=[CH:34][C:5]([CH2:6][CH2:7][NH:8][C:9]([C:11]2[CH:33]=[CH:32][C:14]([O:15][C:16]3[CH:21]=[CH:20][C:19]([CH2:22][C:23]([O:25][C:26]([CH3:29])([CH3:28])[CH3:27])=[O:24])=[CH:18][C:17]=3[C:30]#[N:31])=[CH:13][CH:12]=2)=[O:10])=[CH:4][CH:3]=1.[H][H]>N.CO.[Ni]>[Cl:1][C:2]1[CH:3]=[CH:4][C:5]([CH2:6][CH2:7][NH:8][C:9]([C:11]2[CH:12]=[CH:13][C:14]([O:15][C:16]3[CH:21]=[CH:20][C:19]([CH2:22][C:23]([O:25][C:26]([CH3:29])([CH3:28])[CH3:27])=[O:24])=[CH:18][C:17]=3[CH2:30][NH2:31])=[CH:32][CH:33]=2)=[O:10])=[CH:34][CH:35]=1. Procedure details: To tert-Butyl 2-(4-(4-((4-chlorophenethyl)carbamoyl)phenoxy)-3-cyanophenyl)acetate (1.09 g, 2.22 mmol) in 6 ml of 7 N ammonia in methanol at ambient temperature was added Raney-Ni (0.019 g) and the reaction was stirred under a balloon of hydrogen gas at ambient temperature. The reaction was filtered and concentrated to give tert-butyl 2-(4-(4-((4-chlorophenethyl)carbamoyl)phenoxy)-3-(aminomethyl)phenyl)acetate (0.160 g, 15%).